describe an organic reaction: reactants, conditions, products, and yield From a dataset of the Open Reaction Database (ORD), a public repository of structured organic reaction records. Starting materials: OC=1C=C2CC[C@@H]3N(C2=CC1)C(O[C@H]3C)=O (cis-(±)-7-hydroxy-3-methyl-3,3a,4,5-tetrahydro-1H-oxazolo[3,4-a]quinolin-1-one), BrCCCC(F)(F)F (1-bromo-4,4,4-trifluorobutane), C([O-])([O-])=O.[K+].[K+] (potassium carbonate). The solvent is CN(C=O)C (dimethylformamide), C(C)(=O)OCC (ethyl acetate). Conditions: temperature 90 celsius. Yields the product C[C@@H]1OC(N2[C@H]1CCC1=CC(=CC=C21)OCCCC(F)(F)F)=O (cis-(±)-3-Methyl-7-(4,4,4-trifluorobutoxy)-3,3a,4,5-tetrahydro-1H-oxazolo[3,4-a]quinolin-1-one). Yield: 75.9%. As a reaction SMILES: [OH:1][C:2]1[CH:3]=[C:4]2[C:9](=[CH:10][CH:11]=1)[N:8]1[C:12](=[O:16])[O:13][C@@H:14]([CH3:15])[C@@H:7]1[CH2:6][CH2:5]2.Br[CH2:18][CH2:19][CH2:20][C:21]([F:24])([F:23])[F:22].C(=O)([O-])[O-].[K+].[K+]>CN(C)C=O.C(OCC)(=O)C>[CH3:15][C@H:14]1[C@@H:7]2[CH2:6][CH2:5][C:4]3[C:9]([N:8]2[C:12](=[O:16])[O:13]1)=[CH:10][CH:11]=[C:2]([O:1][CH2:18][CH2:19][CH2:20][C:21]([F:24])([F:23])[F:22])[CH:3]=3 |f:2.3.4|. Reported procedure: To a solution of 0.70 g (3.2 mmol) of cis-(±)-7-hydroxy-3-methyl-3,3a,4,5-tetrahydro-1H-oxazolo[3,4-a]quinolin-1-one in 15 ml of dimethylformamide are added 0.90 g (4.8 mmol) of 1-bromo-4,4,4-trifluorobutane and 0.90 g (6.4 mmol) of potassium carbonate. The mixture is heated at 90° C. for 4 hours and then diluted with ethyl acetate and washed with water. The organic phase is then dried over sodium sulphate and concentrated under reduced pressure, and the residue is chromatographed on a column of...